Dataset: the Open Reaction Database (ORD), a public repository of structured organic reaction records. Task: describe an organic reaction: reactants, conditions, products, and yield Starting materials: CC1CC(CCC1C(=O)OC(C)(C)C)Cl (trimedlure), C[C@@H]1CC=CC[C@H]1C(=O)O (sigluric acid), CC1CC=CCC1C(=O)O ((1RS, 6RS)-6-methyl-3-cyclohexene-1-carboxylic acid), polymeric plug, CCOC(=O)C1CC(CCC1C)I (ceralure B1). Yields the product I[C@@H]1CC[C@H]([C@@H](C1)C(=O)OCC)C (Ethyl (1R,2R,5R)-5-iodo-2-methylcyclohexane-1-carboxylate). Isolated yield 15.0%. RXN SMILES: CC1C(C(OC(C)(C)C)=O)CCC(Cl)C1.[CH3:16][CH2:17][O:18][C:19]([CH:21]1[CH:26]([CH3:27])[CH2:25][CH2:24][CH:23]([I:28])[CH2:22]1)=[O:20].C[C@H]1[C@H](C(O)=O)CC=CC1.CC1C(C(O)=O)CC=CC1>>[I:28][C@H:23]1[CH2:22][C@@H:21]([C:19]([O:18][CH2:17][CH3:16])=[O:20])[C@H:26]([CH3:27])[CH2:25][CH2:24]1. Procedure details: Test compounds: Liquid trimedlure (UOP Chemicals, East Rutherford, N.J.) (98% pure; density 1.02 g/ml) and ceralure (Agrisense/Biosys, Palo Alto, Calif.) (98% pure; density 1.43 g.ml) were purchased from commercial sources. The 2 g polymeric plug (Agrisense/Biosys, Palo Alto, Calif.) was the same product used by action agencies such as USDA-APHIS and California Department of Food and Agriculture (CDFA) in their surveillance and detection programs against medfly. The enantiomers of ceralure B1 (e... Reaction SMILES: [Br:19][Br:20].[CH2:1]([CH:2]([CH3:3])[CH3:4])[n:5]1[cH:6][n:7][c:8]2[c:9]([NH2:18])[n:10][c:11]3[cH:12][cH:13][cH:14][cH:15][c:16]3[c:17]12.[CH3:21][C:22](=[O:23])[OH:24]>>[CH2:1]([CH:2]([CH3:3])[CH3:4])[n:5]1[cH:6][n:7][c:8]2[c:9]([NH2:18])[n:10][c:11]3[cH:12][cH:13][c:14]([Br:19])[cH:15][c:16]3[c:17]12. The product is CC(C)Cn1cnc2c(N)nc3ccc(Br)cc3c21. Reactants: BrBr, CC(C)Cn1cnc2c(N)nc3ccccc3c21, CC(=O)O. Reactants: C1CCC(CC1)N=C=NC2CCCCC2 (DCC), CCOC(=O)C (EtOAc), Dipeptide Boc-Ser(Bzl)-Gly-OH, N([C@@H](COCC1=CC=CC=C1)C(=O)O)C(=O)OC(C)(C)C (Boc-Ser(Bzl)-OH), ON1C(CCC1=O)=O (N-hydroxysuccinimide), CCOC(=O)C (EtOAc). Conditions: temperature 0 celsius, time 4 hour. Product: N([C@@H](COCC1=CC=CC=C1)C(=O)NCC(=O)OC)C(=O)OC(C)(C)C (Boc-Ser(Bzl)-Gly-OCH3). Reaction SMILES: [NH:1]([C:15]([O:17][C:18]([CH3:21])([CH3:20])[CH3:19])=[O:16])[C@H:2]([C:12]([OH:14])=O)[CH2:3][O:4][CH2:5][C:6]1[CH:11]=[CH:10][CH:9]=[CH:8][CH:7]=1.O[N:23]1C(=O)CCC1=O.C1CCC(N=C=NC2CCCCC2)CC1.C[CH2:46][O:47][C:48]([CH3:50])=[O:49]>>[NH:1]([C:15]([O:17][C:18]([CH3:21])([CH3:20])[CH3:19])=[O:16])[C@H:2]([C:12]([NH:23][CH2:50][C:48]([O:47][CH3:46])=[O:49])=[O:14])[CH2:3][O:4][CH2:5][C:6]1[CH:7]=[CH:8][CH:9]=[CH:10][CH:11]=1. Procedure details: Dipeptide Boc-Ser(Bzl)-Gly-OH: A solution of Boc-Ser(Bzl)-OH (23.6 g) and N-hydroxysuccinimide (9.8 g) in EtOAc (400 mL) was cooled to 0° C. A solution of DCC (71.54 g) in EtOAc (100 mL) was added to the cooled solution. The mixture was stirred at 0° C. for 4 h and then filtered. The collected solid was washed with EtOAc. The filtrate was cooled to 0° C. HCl.H-Gly-OCH3 (10.67 g) and DIEA (42 mL) was added to the cooled solution. The mixture was stirred for 18 h while the temperature of the mixtu... Starting materials: CC(C)(C)[Si](C)(C)OCCn1ccc(NC(=O)C(CC2CCCC2)c2cccc(C(F)(F)F)c2)n1, CCO, CCOC(C)=O, Cl. Product: O=C(Nc1ccn(CCO)n1)C(CC1CCCC1)c1cccc(C(F)(F)F)c1. Reaction SMILES: [C:1]([Si:2]([CH3:3])([CH3:4])[O:6][CH2:7][CH2:8][n:9]1[n:10][c:11]([NH:14][C:15]([CH:16]([CH2:17][CH:18]2[CH2:19][CH2:20][CH2:21][CH2:22]2)[c:23]2[cH:24][c:25]([C:29]([F:30])([F:31])[F:32])[cH:26][cH:27][cH:28]2)=[O:33])[cH:12][cH:13]1)([CH3:5])([CH3:34])[CH3:35].[CH3:36][CH2:37][OH:38].[CH3:40][CH2:41][O:42][C:43](=[O:44])[CH3:45].[ClH:39]>>[OH:6][CH2:7][CH2:8][n:9]1[n:10][c:11]([NH:14][C:15]([CH:16]([CH2:17][CH:18]2[CH2:19][CH2:20][CH2:21][CH2:22]2)[c:23]2[cH:24][c:25]([C:29]([F:30])([F:31])[F:32])[cH:26][cH:27][cH:28]2)=[O:33])[cH:12][cH:13]1. Reactants: CC(=O)O, Cl, [I-], I, [K+], O=N[O-], Cc1cnc2[nH]c3cc(C#N)cc(N)c3c2c1, [Na+], O. Yields the product Cc1cnc2[nH]c3cc(C#N)cc(I)c3c2c1. As a reaction SMILES: [C:26]([OH:27])(=[O:28])[CH3:29].[ClH:18].[I-:25].[I:23].[K+:24].[N:19]([O-:20])=[O:21].[NH2:1][c:2]1[c:3]2[c:4]3[c:5]([nH:6][c:7]2[cH:8][c:9]([C:11]#[N:12])[cH:10]1)[n:13][cH:14][c:15]([CH3:17])[cH:16]3.[Na+:22].[OH2:30]>>[c:2]1([I:25])[c:3]2[c:4]3[c:5]([nH:6][c:7]2[cH:8][c:9]([C:11]#[N:12])[cH:10]1)[n:13][cH:14][c:15]([CH3:17])[cH:16]3. Conditions: time 1 hour. Yields the product FC=1C(=CC(=C(C1)O)I)C(F)(F)F (5-Fluoro-2-iodo-4-(trifluoromethyl)phenol). The reactants are II (iodine), FC=1C=C(C=CC1C(F)(F)F)O (3-fluoro-4-(trifluoromethyl)phenol). The solvent is C(Cl)(Cl)Cl (chloroform), C(Cl)(Cl)Cl (chloroform). RXN SMILES: [I:1]I.[F:3][C:4]1[CH:5]=[C:6]([OH:14])[CH:7]=[CH:8][C:9]=1[C:10]([F:13])([F:12])[F:11]>C(Cl)(Cl)Cl.FC(F)(F)C([O-])=O.[Ag+]>[F:3][C:4]1[C:9]([C:10]([F:12])([F:13])[F:11])=[CH:8][C:7]([I:1])=[C:6]([OH:14])[CH:5]=1 |f:3.4|. Procedure: A solution of iodine (0.874 g, 3.44 mmol) in chloroform (17.1 mL) was added in a drop-wise manner over 1.5 hours to a mixture of 3-fluoro-4-(trifluoromethyl)phenol (Preparation 7, 620 mg, 3.4 mmol) and silver trifluoroacetate (0.760 g, 3.44 mmol) in chloroform (3.4 mL). On completion of the addition, the reaction mixture was stirred for 1 hour. The reaction mixture was then filtered through diatomaceous earth, and the filtrate washed successively with 10% w/v aqueous sodium thiosulfate, half-sat... The reagents and catalysts are FC(C(=O)[O-])(F)F.[Ag+] (silver trifluoroacetate). The yield is 55.7%. Reactants: 1α-hydroxy-38-triethylsilyloxy, C(C1=CC=CC=C1)(=O)Cl (benzoyl chloride), O (water). The solvent is CCOCC (ether), N1=CC=CC=C1 (pyridine). Conditions: time 8 hour. Product: C(C)(=O)[O-].C(C1=CC=CC=C1)(=O)[O-] (acetate benzoate). Reaction SMILES: [C:1](Cl)(=[O:8])[C:2]1[CH:7]=[CH:6][CH:5]=[CH:4][CH:3]=1.[OH2:10]>N1C=CC=CC=1.CCOCC>[C:1]([O-:8])(=[O:10])[CH3:2].[C:1]([O-:8])(=[O:10])[C:2]1[CH:7]=[CH:6][CH:5]=[CH:4][CH:3]=1 |f:4.5|. Procedure: The 1α-hydroxy-38-triethylsilyloxy-compound from Example 9(b) (2 g) was treated with benzoyl chloride (2 ml) in pyridine (25 ml). After 30 min water was added and the mixture diluted with ether. After acid work-up, the solvent was removed and the resulting oil stirred overnight in THF:H2O: AcOH; 8:1:3 (36 ml). After dilution with ether and aqueous work-up, the crude benzoate-alcohol was taken up in benzene (40 ml). Triethylamine (7 ml), acetic anhydride (3 ml) and 4-dimethylaminopyridine (15 mg)...